From a dataset of the Open Reaction Database (ORD), a public repository of structured organic reaction records. describe an organic reaction: reactants, conditions, products, and yield The reactants are CN1C(CNC(C2=C1C=CC(=C2)C2=CC=C(C=C2)OC(F)(F)F)=O)=O (1-Methyl-7-(4-(trifluoromethoxy)phenyl)-3,4-dihydro-1H-benzo[e][1,4]diazepine-2,5-dione), BrCCOCC1=CC=CC=C1 (((2-bromoethoxy)methyl)benzene), [H-].[Na+] (NaH), [H][H] (hydrogen). Solvent: CN(C)C=O (DMF). Run at time 50 minute. Product: C(C1=CC=CC=C1)OCCN1CC(N(C2=C(C1=O)C=C(C=C2)C2=CC=C(C=C2)OC(F)(F)F)C)=O (4-(2-(benzyloxy)ethyl)-1-methyl-7-(4-(trifluoromethoxy)phenyl)-3,4-dihydro-1H-benzo[e][1,4]diazepine-2,5-dione). Yield: 61.6%. Reaction SMILES: [CH3:1][N:2]1[C:8]2[CH:9]=[CH:10][C:11]([C:13]3[CH:18]=[CH:17][C:16]([O:19][C:20]([F:23])([F:22])[F:21])=[CH:15][CH:14]=3)=[CH:12][C:7]=2[C:6](=[O:24])[NH:5][CH2:4][C:3]1=[O:25].[H-].[Na+].[H][H].Br[CH2:31][CH2:32][O:33][CH2:34][C:35]1[CH:40]=[CH:39][CH:38]=[CH:37][CH:36]=1>CN(C=O)C>[CH2:34]([O:33][CH2:32][CH2:31][N:5]1[C:6](=[O:24])[C:7]2[CH:12]=[C:11]([C:13]3[CH:14]=[CH:15][C:16]([O:19][C:20]([F:23])([F:21])[F:22])=[CH:17][CH:18]=3)[CH:10]=[CH:9][C:8]=2[N:2]([CH3:1])[C:3](=[O:25])[CH2:4]1)[C:35]1[CH:40]=[CH:39][CH:38]=[CH:37][CH:36]=1 |f:1.2|. Procedure: 1-Methyl-7-(4-(trifluoromethoxy)phenyl)-3,4-dihydro-1H-benzo[e][1,4]diazepine-2,5-dione (50.0 mg, 0.143 mmol) and NaH (17 mg, 0.428 mmol, 3.0 equiv.) were placed in a 2-5 mL Smith process vial under a nitrogen atmosphere. To the vial was added DMF (5 mL) to observe hydrogen extlusion. And then ((2-bromoethoxy)methyl)benzene (45 μL, 0.285 mmol, d=0.135, 2 equiv.) was added at room temperature. After stirring for 50 min, the reaction was quenched with AcOH. Resulting mixture was directly injected ... The product is C1CNCCC=2C=CC=C3C4CCCCC4N1C23 (2,3,4,5,8b,9,10,11,12,12a-Decahydro-1H-[1,4]diazocino[7,8,1-jk]carbazole). The reactants are C1CNCCC=2C=CC=C3C=4CCCCC4N1C23 (2,3,4,5,9,10,11,12-octahydro-1H-[1,4]diazocino[7,8,1-jk]carbazole), C(#N)[BH3-].[Na+] (sodium cyanoborohydride). Solvent: C(C)(=O)O (acetic acid). Yield: 61.9%. Procedure details: To a solution 2,3,4,5,9,10,11,12-octahydro-1H-[1,4]diazocino[7,8,1-jk]carbazole (0.20 g, 0.80 mmole) in acetic acid (50 mL) was added sodium cyanoborohydride (0.30 g, 4.5 mmol) and the reaction mixture was stirred at room temperature for 1 hour. The solvent was removed in vacuo and the residue was diluted with ethyl acetate (300 mL) and washed with saturated aqueous sodium bicarbonate (150 mL) and saturated aqueous sodium chloride (150 mL), dried (sodium sulfate) and concentrated in vacuo. Purif... As a reaction SMILES: [CH2:1]1[N:17]2[C:18]3[C:10]([C:11]4[CH2:12][CH2:13][CH2:14][CH2:15][C:16]=42)=[CH:9][CH:8]=[CH:7][C:6]=3[CH2:5][CH2:4][NH:3][CH2:2]1.C([BH3-])#N.[Na+]>C(O)(=O)C>[CH2:1]1[N:17]2[C:18]3[C:10]([CH:11]4[CH:16]2[CH2:15][CH2:14][CH2:13][CH2:12]4)=[CH:9][CH:8]=[CH:7][C:6]=3[CH2:5][CH2:4][NH:3][CH2:2]1 |f:1.2|. Run at time 1 hour. The reactants are COCCCl (chloroethyl methyl ether), C[Si](C)(C)C1(C=CC=C1)[Na] (trimethylsilyl-cyclopentadienylsodium). The solvent is C1CCOC1 (THF), C1CCOC1 (THF). Conditions: temperature -78 celsius. Product: COCCC1=C(CC=C1)[Si](C)(C)C ([(2-methoxy)ethyl]-trimethylsilylcyclopentadiene). Isolated yield 84.0%. RXN SMILES: [CH3:1][O:2][CH2:3][CH2:4]Cl.[CH3:6][Si:7]([C:10]1([Na])[CH:14]=[CH:13][CH:12]=[CH:11]1)([CH3:9])[CH3:8]>C1COCC1>[CH3:1][O:2][CH2:3][CH2:4][C:11]1[CH:12]=[CH:13][CH2:14][C:10]=1[Si:7]([CH3:9])([CH3:8])[CH3:6]. Procedure: A solution of 18.9 g (200 mmol) of chloroethyl methyl ether in 100 ml of THF was gradually dropwise added to a solution of 32 g (200 mmol) of trimethylsilyl-cyclopentadienylsodium in 400 ml of THF while being stirred in an argon atmosphere at −78° C. After completion of the addition, the reaction mixture was heated under reflux overnight. Then THF was distilled off under a reduced pressure, and the obtained solid was filtered off and subjected to vacuum distillation (80° C./1 mmHg) to give about... The reactants are CC=1C=NC(=C(C1OC)C)C[S+](C=2[N-]C=3C=CC(=CC3N2)OC)[O-].CC=1C=NC(=C(C1OC)C)C[S+](C=2[N-]C=3C=CC(=CC3N2)OC)[O-].[Mg+2] (esomeprazole magnesium). Solvent: O (water). The product is CC1=CN=C(C(=C1OC)C)C[S@](=O)C2=NC3=C([N-]2)C=CC(=C3)OC.CC1=CN=C(C(=C1OC)C)C[S@](=O)C2=NC3=C([N-]2)C=CC(=C3)OC.[Mg+2] (esomeprazole magnesium hydrate). RXN SMILES: [CH3:1][C:2]1[CH:3]=[N:4][C:5]([CH2:11][S+:12]([O-:24])[C:13]2[N-:14][C:15]3[CH:16]=[CH:17][C:18]([O:22][CH3:23])=[CH:19][C:20]=3[N:21]=2)=[C:6]([CH3:10])[C:7]=1[O:8][CH3:9].[CH3:25][C:26]1[CH:27]=[N:28][C:29]([CH2:35][S+:36]([O-:48])[C:37]2[N-:38][C:39]3[CH:40]=[CH:41][C:42]([O:46][CH3:47])=[CH:43][C:44]=3[N:45]=2)=[C:30]([CH3:34])[C:31]=1[O:32][CH3:33].[Mg+2:49]>O>[CH3:1][C:2]1[C:7]([O:8][CH3:9])=[C:6]([CH3:10])[C:5]([CH2:11][S@@:12]([C:13]2[N-:14][C:15]3[CH:16]=[CH:17][C:18]([O:22][CH3:23])=[CH:19][C:20]=3[N:21]=2)=[O:24])=[N:4][CH:3]=1.[CH3:25][C:26]1[C:31]([O:32][CH3:33])=[C:30]([CH3:34])[C:29]([CH2:35][S@@:36]([C:37]2[N-:38][C:39]3[CH:40]=[CH:41][C:42]([O:46][CH3:47])=[CH:43][C:44]=3[N:45]=2)=[O:48])=[N:28][CH:27]=1.[Mg+2:49] |f:0.1.2,4.5.6|. Procedure: Certain operational steps are well known in the art and, unless otherwise indicated, any known method for performing these functions may be used in the processes of this invention. For example, solvents may be removed by distillation in atmosphere or under vacuum. Drying may be accomplished by evaporation, spray drying, drying under vacuum, and freeze-drying. Stirring means any method for blending or mixing a reaction mixture. Reagents and/or reaction mixtures may be combined by adding one to th... Reactants: Cl (HCl), C1(CCC1)C1=CC(=C(C(=O)N2CCC(CC2)C2=CC=C(C#N)C=C2)C=C1C1=NN=C(N1)OCC)C (4-(1-(4-cyclobutyl-5-(5-ethoxy-4H-1,2,4-triazol-3-yl)-2-methylbenzoyl)piperidin-4-yl)benzonitrile), C1(CCC1)C1=CC(=C(C(=O)N2CCC(CC2)C2=CC=C(C#N)C=C2)C=C1C1=NN=C(N1)OCC)C (4-(1-(4-cyclobutyl-5-(5-ethoxy-4H-1,2,4-triazol-3-yl)-2-methylbenzoyl)piperidin-4-yl)benzonitrile), Cl.FC1(CCNCC1)C1=CC=C(C#N)C=C1 (4-(4-fluoropiperidin-4-yl)benzonitrile hydrochloride salt). Yields the product C1(CCC1)C1=CC(=C(C(=O)N2CCC(CC2)(F)C2=CC=C(C#N)C=C2)C=C1C1=NN=C(N1)OCC)C (4-(1-(4-Cyclobutyl-5-(5-ethoxy-4H-1,2,4-triazol-3-yl)-2-methylbenzoyl)-4-fluoropiperidin-4-yl)benzonitrile). RXN SMILES: [CH:1]1([C:5]2[C:26]([C:27]3[NH:31][C:30]([O:32][CH2:33][CH3:34])=[N:29][N:28]=3)=[CH:25][C:8]([C:9]([N:11]3[CH2:16][CH2:15][CH:14]([C:17]4[CH:24]=[CH:23][C:20]([C:21]#[N:22])=[CH:19][CH:18]=4)[CH2:13][CH2:12]3)=[O:10])=[C:7]([CH3:35])[CH:6]=2)[CH2:4][CH2:3][CH2:2]1.Cl.[F:37]C1(C2C=CC(C#N)=CC=2)CCNCC1.Cl>>[CH:1]1([C:5]2[C:26]([C:27]3[NH:31][C:30]([O:32][CH2:33][CH3:34])=[N:29][N:28]=3)=[CH:25][C:8]([C:9]([N:11]3[CH2:12][CH2:13][C:14]([C:17]4[CH:18]=[CH:19][C:20]([C:21]#[N:22])=[CH:23][CH:24]=4)([F:37])[CH2:15][CH2:16]3)=[O:10])=[C:7]([CH3:35])[CH:6]=2)[CH2:4][CH2:3][CH2:2]1 |f:1.2|. Procedure: The title compound was prepared using standard chemical manipulations and procedures similar to those used for the preparation of 4-(1-(4-cyclobutyl-5-(5-ethoxy-4H-1,2,4-triazol-3-yl)-2-methylbenzoyl)piperidin-4-yl)benzonitrile (compound 219), using compound 11.2 HCl salt in place of compound 1.5. m/z (ES+) 488 (M+H)+. 1H NMR (400 MHz, CDCl3): δ 11.10 (br s, 1H), 7.72-7.63 (m, 2H), 7.47 (d, J=8.4 Hz, 2H), 7.42 & 7.33 (2 singlets, amide rotamers, Ar—H, 1H), 7.25 (s, 1H), 4.86 (br d, J=11.2 Hz, 1H...